This data is from the Open Reaction Database (ORD), a public repository of structured organic reaction records. The task is: describe an organic reaction: reactants, conditions, products, and yield The reactants are CC1(OB(OC1(C)C)C=1C=CC(=NC1)N)C (5-(4,4,5,5-tetramethyl-1,3,2-dioxaborolan-2-yl)pyridin-2-ylamine), BrCC(=O)C1=CC=C2C=CN(C2=C1)S(=O)(=O)C1=CC=CC=C1 (2-bromo-1-[1-(phenylsulphonyl)indol-6-yl]ethanone). The solvent is C(C)O (ethanol). Product: Br.C1(=CC=CC=C1)S(=O)(=O)N1C=CC2=CC=C(C=C12)C=1N=C2N(C=C(C=C2)B2OC(C(O2)(C)C)(C)C)C1 (2-(1-Phenylsulphonyl-1H-indol-6-yl)-6-(4,4,5,5-tetramethyl-[1,3,2]dioxaborolan-2-yl)imidazo[1,2-a]pyridine hydrobromide). The yield is 55.5%. As a reaction SMILES: [CH3:1][C:2]1([CH3:16])[C:6]([CH3:8])([CH3:7])[O:5][B:4]([C:9]2[CH:10]=[CH:11][C:12]([NH2:15])=[N:13][CH:14]=2)[O:3]1.[Br:17][CH2:18][C:19]([C:21]1[CH:29]=[C:28]2[C:24]([CH:25]=[CH:26][N:27]2[S:30]([C:33]2[CH:38]=[CH:37][CH:36]=[CH:35][CH:34]=2)(=[O:32])=[O:31])=[CH:23][CH:22]=1)=O>C(O)C>[BrH:17].[C:33]1([S:30]([N:27]2[C:28]3[C:24](=[CH:23][CH:22]=[C:21]([C:19]4[N:15]=[C:12]5[CH:11]=[CH:10][C:9]([B:4]6[O:3][C:2]([CH3:16])([CH3:1])[C:6]([CH3:7])([CH3:8])[O:5]6)=[CH:14][N:13]5[CH:18]=4)[CH:29]=3)[CH:25]=[CH:26]2)(=[O:32])=[O:31])[CH:38]=[CH:37][CH:36]=[CH:35][CH:34]=1 |f:3.4|. Procedure: 1.6 g of 5-(4,4,5,5-tetramethyl-1,3,2-dioxaborolan-2-yl)pyridin-2-ylamine and 2.7 g of 2-bromo-1-[1-(phenylsulphonyl)indol-6-yl]ethanone are placed in 70 ml of ethanol and the mixture is refluxed for 20 h. A precipitate forms and is recovered by filtration, washed with diethyl ether and oven-dried under reduced pressure. 2.3 g of compound are obtained. The yield is 52.3%. Reported procedure: 40 g of 7-chloro-2-methyl-1H-indole are placed in 60 ml of toluene with 2.8 g of KOH under nitrogen. After stirring for 30 minutes at AT, 7.7 g of 3-chloro-1-bromopropane are added and then the mixture is heated to reflux for 3 hours. The medium is extracted with ether. The organic phase is washed with water, with a 10% HCl solution, with water and with a saturated NaCl solution. It is dried and evaporated and 6.19 g of the expected compound are obtained. Product: ClC=1C=CC=C2C=C(N(C12)C(CC)Cl)C (7-Chloro-1-chloropropyl-2-methyl-1H-indole). Starting materials: ClC=1C=CC=C2C=C(NC12)C (7-chloro-2-methyl-1H-indole), [OH-].[K+] (KOH), ClCCCBr (3-chloro-1-bromopropane). Reaction SMILES: [Cl:1][C:2]1[CH:3]=[CH:4][CH:5]=[C:6]2[C:10]=1[NH:9][C:8]([CH3:11])=[CH:7]2.[OH-].[K+].[Cl:14][CH2:15][CH2:16][CH2:17]Br>C1(C)C=CC=CC=1>[Cl:1][C:2]1[CH:3]=[CH:4][CH:5]=[C:6]2[C:10]=1[N:9]([CH:15]([Cl:14])[CH2:16][CH3:17])[C:8]([CH3:11])=[CH:7]2 |f:1.2|. Run in C1(=CC=CC=C1)C (toluene). The reactants are C1N2CN3CN1CN(C2)C3, Cl, O, O=C(O)c1cc(Cl)ccc1O, O=C(O)C(F)(F)F. The product is O=Cc1cc(Cl)cc(C(=O)O)c1O. RXN SMILES: [CH2:12]1[N:13]2[CH2:14][N:15]3[CH2:16][N:17]([CH2:18]2)[CH2:19][N:20]1[CH2:21]3.[ClH:29].[OH2:30].[OH:1][C:2](=[O:3])[c:4]1[cH:5][c:6]([Cl:7])[cH:8][cH:9][c:10]1[OH:11].[OH:22][C:23]([C:24]([F:25])([F:26])[F:27])=[O:28]>>[OH:1][C:2](=[O:3])[c:4]1[cH:5][c:6]([Cl:7])[cH:8][c:9]([CH:23]=[O:22])[c:10]1[OH:11]. Reactants: ClCCCl, CCOC(C)=O, COc1ccc(C(=O)O)cc1Cl, Cl, Cl, CN1CCc2ccc(NC(=O)c3cccc(CN)c3)cc2C1, CN(C)C=O, On1nnc2ccccc21. Yields the product COc1ccc(C(=O)NCc2cccc(C(=O)Nc3ccc4c(c3)CN(C)CC4)c2)cc1Cl. RXN SMILES: [CH2:15]([Cl:16])[CH2:17][Cl:18].[CH3:56][CH2:57][O:58][C:59]([CH3:60])=[O:61].[Cl:3][c:4]1[cH:5][c:6]([C:7](=[O:8])[OH:9])[cH:10][cH:11][c:12]1[O:13][CH3:14].[ClH:1].[ClH:2].[NH2:29][CH2:30][c:31]1[cH:32][c:33]([C:34](=[O:35])[NH:36][c:37]2[cH:38][cH:39][c:40]3[c:45]([cH:46]2)[CH2:44][N:43]([CH3:47])[CH2:42][CH2:41]3)[cH:48][cH:49][cH:50]1.[O:51]=[CH:52][N:53]([CH3:54])[CH3:55].[OH:19][n:20]1[c:21]2[c:22]([cH:23][cH:24][cH:25][cH:26]2)[n:27][n:28]1>>[Cl:3][c:4]1[cH:5][c:6]([C:7](=[O:9])[NH:29][CH2:30][c:31]2[cH:32][c:33]([C:34](=[O:35])[NH:36][c:37]3[cH:38][cH:39][c:40]4[c:45]([cH:46]3)[CH2:44][N:43]([CH3:47])[CH2:42][CH2:41]4)[cH:48][cH:49][cH:50]2)[cH:10][cH:11][c:12]1[O:13][CH3:14].